From a dataset of the Open Reaction Database (ORD), a public repository of structured organic reaction records. describe an organic reaction: reactants, conditions, products, and yield The reactants are BrC1=C(C=CC(=C1)OC)C(C)=O (1-(2-bromo-4-methoxyphenyl)-ethanone), C[Mg+].[Br-] (MeMgBr), [Cl-].[NH4+] (ammonium chloride). Solvent: C1CCOC1 (THF). Conditions: time 6 hour. The product is BrC1=C(C=CC(=C1)OC)C(C)(C)O (2-(2-Bromo-4-methoxy-phenyl)-propan-2-ol). Yield: 69.0%. RXN SMILES: [Br:1][C:2]1[CH:7]=[C:6]([O:8][CH3:9])[CH:5]=[CH:4][C:3]=1[C:10](=[O:12])[CH3:11].[CH3:13][Mg+].[Br-].[Cl-].[NH4+]>C1COCC1>[Br:1][C:2]1[CH:7]=[C:6]([O:8][CH3:9])[CH:5]=[CH:4][C:3]=1[C:10]([OH:12])([CH3:13])[CH3:11] |f:1.2,3.4|. Procedure: To the mixture of 1-(2-bromo-4-methoxyphenyl)-ethanone (300 mg) dissolved in THF solution (3 ml), MeMgBr (3 M THF solution, 0.52 ml) was added at 0° C. under nitrogen atmosphere. Then, the mixture was stirred at room temperature for 6 hrs. The reaction mixture was added with saturated aqueous solution of ammonium chloride and extracted with ethyl acetate. The organic layer was washed with saturated brine, and the residues obtained after concentration under reduced pressure were purified by silic...